describe an organic reaction: reactants, conditions, products, and yield From a dataset of the Open Reaction Database (ORD), a public repository of structured organic reaction records. Procedure details: (Step 2) Triphenylphosphine (1.45 g) was suspended in acetonitrile (50 ml), bromine (0.29 ml) was added, and the suspension was stirred at 40° C. for 30 min. A solution (10 ml) of 3-chloro-5-(hydroxymethyl)-N-methylbenzamide (1.1 g) obtained in Step 1 in acetonitrile was added to the reaction mixture, and the mixture was stirred at 90° C. for 5 hr. The reaction solution was quenched with aqueous sodium hydrogen carbonate solution and extracted with ethyl acetate. The extract was washed with satu... Conditions: temperature 40 celsius, time 30 minute. RXN SMILES: C1(P(C2C=CC=CC=2)C2C=CC=CC=2)C=CC=CC=1.[Br:20]Br.[Cl:22][C:23]1[CH:24]=[C:25]([CH:30]=[C:31]([CH2:33]O)[CH:32]=1)[C:26]([NH:28][CH3:29])=[O:27]>C(#N)C>[Br:20][CH2:33][C:31]1[CH:30]=[C:25]([CH:24]=[C:23]([Cl:22])[CH:32]=1)[C:26]([NH:28][CH3:29])=[O:27]. Reactants: C1(=CC=CC=C1)P(C1=CC=CC=C1)C1=CC=CC=C1 (Triphenylphosphine), BrBr (bromine), ClC=1C=C(C(=O)NC)C=C(C1)CO (3-chloro-5-(hydroxymethyl)-N-methylbenzamide). Solvent: C(C)#N (acetonitrile), C(C)#N (acetonitrile). Yields the product BrCC=1C=C(C(=O)NC)C=C(C1)Cl (3-(bromomethyl)-5-chloro-N-methylbenzamide). Reactants: ClC=1C=CC(=C(C(=O)NCCC2=CC=C(C=CC(=O)O)C=C2)C1)OC (4-[2-(5-chloro-2-methoxybenzamido)-ethyl]-cinnamic acid), [H][H] (hydrogen), β-{4-[2-(5-chloro-2-methoxybanzamido)-ethyl]-phenyl}-propionic acid. Reagents/catalysts: [Pd].S(=O)(=O)([O-])[O-].[Ba+2] (palladium barium sulphate). Run in CO (methanol). The product is ClC=1C=CC(=C(C(=O)NCCC2=CC=C(C=C2)CCC(=O)O)C1)OC (β-{4-[2-(5-Chloro-2-methoxybenzamido)-ethyl]-phenyl }-propionic acid). RXN SMILES: [Cl:1][C:2]1[CH:3]=[CH:4][C:5]([O:24][CH3:25])=[C:6]([CH:23]=1)[C:7]([NH:9][CH2:10][CH2:11][C:12]1[CH:22]=[CH:21][C:15]([CH:16]=[CH:17][C:18]([OH:20])=[O:19])=[CH:14][CH:13]=1)=[O:8].[H][H]>CO.[Pd].S([O-])([O-])(=O)=O.[Ba+2]>[Cl:1][C:2]1[CH:3]=[CH:4][C:5]([O:24][CH3:25])=[C:6]([CH:23]=1)[C:7]([NH:9][CH2:10][CH2:11][C:12]1[CH:22]=[CH:21][C:15]([CH2:16][CH2:17][C:18]([OH:20])=[O:19])=[CH:14][CH:13]=1)=[O:8] |f:3.4.5|. Procedure: 7.19 g. 4-[2-(5-chloro-2-methoxybenzamido)-ethyl]-cinnamic acid are hydrogenated in methanol, with the use of 1 g. palladium/barium sulphate, at ambient temperature. After taking up 1 mol hydrogen/mol of starting material, the hydrogenation is discontinued and the solution is filtered, evaporated and the residue recrystallised from isopropanol/water. There are obtained 6.14 g. (about 85% of theory) β-{4-[2-(5-chloro-2-methoxybanzamido)-ethyl]-phenyl}-propionic acid; m.p. 118°- 120° C. The reactants are NCCCN1CCC(=CC1)C=1C=C(C=CC1)NC(C)=O (N-{3-[1-(3-AMINOPROPYL)-1,2,3,6-TETRAHYDRO-4-PYRIDINYL]PHENYL}ACETAMIDE), BrCCCNC(OC(C)(C)C)=O (tert-butyl N-(3-bromopropyl)carbamate), N1CCC(=CC1)C=1C=C(C=CC1)NC(C)=O (N-[3-(1,2,3,6-tetrahydro-4-pyridinyl) phenyl]acetamide), BrCCCNC(OC(C)(C)C)=O (TERT-BUTYL N-(3-BROMOPROPYL)CARBAMATE), Br.BrCCCN (3-bromopropylamine hydrobromide), O(C(=O)OC(C)(C)C)C(=O)OC(C)(C)C (BOC2O). Reagents/catalysts: [N+](CCCC)(CCCC)(CCCC)CCCC.[I-] (Bu4NI). Solvent: O1CCOCC1 (dioxane), ClCCl (dichloromethane). Product: C(C)(=O)NC=1C=C(C=CC1)C=1CCN(CC1)CCCNC(OC(C)(C)C)=O (tert-butyl 3-(4-[3-(acetylamino)phenyl]-3,6-dihydro-1(2H)-pyridinyl)propylcarbamate). RXN SMILES: Br[CH2:2][CH2:3][CH2:4][NH:5][C:6](=[O:12])[O:7][C:8]([CH3:11])([CH3:10])[CH3:9].Br.BrCCCN.O(C(OC(C)(C)C)=O)C(OC(C)(C)C)=O.NCCC[N:38]1[CH2:43][CH:42]=[C:41]([C:44]2[CH:45]=[C:46]([NH:50][C:51](=[O:53])[CH3:52])[CH:47]=[CH:48][CH:49]=2)[CH2:40][CH2:39]1.N1CC=C(C2C=C(NC(=O)C)C=CC=2)CC1>ClCCl.[N+](CCCC)(CCCC)(CCCC)CCCC.[I-].O1CCOCC1>[C:51]([NH:50][C:46]1[CH:45]=[C:44]([C:41]2[CH2:42][CH2:43][N:38]([CH2:2][CH2:3][CH2:4][NH:5][C:6](=[O:12])[O:7][C:8]([CH3:11])([CH3:10])[CH3:9])[CH2:39][CH:40]=2)[CH:49]=[CH:48][CH:47]=1)(=[O:53])[CH3:52] |f:1.2,7.8|. Procedure: The reaction of saturated of aqueous Na2CO3 solution (25 mL), tert-butyl 4-{[(trifluoromethyl)sulfonyl]oxy}-1,2,3,6-tetrahydro-1-pyridine-carboxylate (20 mmol), 3-acetamidophenylboronic acid (30 mmol) and tetrakis-triphenylphosphine palladium (0) (1.15 g) in dimethoxy ethane (40 mL) at reflux temperature overnight gave tert-butyl 4-[3-(acetylamino)phenyl]-3,6-dihydro-1(2H)-pyridine carboxylate. Deprotection of the BOC group using HCl in dioxane followed by basification (pH 11–12) gave the desire...